Dataset: the Open Reaction Database (ORD), a public repository of structured organic reaction records. Task: describe an organic reaction: reactants, conditions, products, and yield Starting materials: CO, Cc1cc2c([N+](=O)[O-])cccc2cn1. Product: Cc1cc2c(N)cccc2cn1. RXN SMILES: [CH3:15][OH:16].[CH3:1][c:2]1[n:3][cH:4][c:5]2[cH:6][cH:7][cH:8][c:9]([N+:12]([O-:13])=[O:14])[c:10]2[cH:11]1>>[CH3:1][c:2]1[n:3][cH:4][c:5]2[cH:6][cH:7][cH:8][c:9]([NH2:12])[c:10]2[cH:11]1. The reactants are CCCCOCCOc1ccc(-c2ccc3c(c2)C=C(C(=O)Nc2ccc(SCc4nncn4CCC)cc2)CCCN3CC(C)C)cc1, O=C(OO)c1cccc(Cl)c1, ClCCl, [Na+], [Na+], O=S([O-])([O-])=S. The product is CCCCOCCOc1ccc(-c2ccc3c(c2)C=C(C(=O)Nc2ccc(S(=O)Cc4nncn4CCC)cc2)CCCN3CC(C)C)cc1. As a reaction SMILES: [CH2:1]([CH2:2][CH2:3][CH3:4])[O:5][CH2:6][CH2:7][O:8][c:9]1[cH:10][cH:11][c:12](-[c:15]2[cH:16][cH:17][c:18]3[c:19]([cH:49]2)[CH:20]=[C:21]([C:30](=[O:31])[NH:32][c:33]2[cH:34][cH:35][c:36]([S:39][CH2:40][c:41]4[n:42][n:43][cH:44][n:45]4[CH2:46][CH2:47][CH3:48])[cH:37][cH:38]2)[CH2:22][CH2:23][CH2:24][N:25]3[CH2:26][CH:27]([CH3:28])[CH3:29])[cH:13][cH:14]1.[Cl:50][c:51]1[cH:52][cH:53][cH:54][c:55]([C:56]([O:57][OH:59])=[O:58])[cH:60]1.[Cl:68][CH2:69][Cl:70].[Na+:66].[Na+:67].[S:61]([O-:62])([O-:63])(=[O:64])=[S:65]>>[CH2:1]([CH2:2][CH2:3][CH3:4])[O:5][CH2:6][CH2:7][O:8][c:9]1[cH:10][cH:11][c:12](-[c:15]2[cH:16][cH:17][c:18]3[c:19]([cH:49]2)[CH:20]=[C:21]([C:30](=[O:31])[NH:32][c:33]2[cH:34][cH:35][c:36]([S:39]([CH2:40][c:41]4[n:42][n:43][cH:44][n:45]4[CH2:46][CH2:47][CH3:48])=[O:58])[cH:37][cH:38]2)[CH2:22][CH2:23][CH2:24][N:25]3[CH2:26][CH:27]([CH3:28])[CH3:29])[cH:13][cH:14]1. The reactants are C[O-].[Na+] (sodium methoxide), N(=O)N(S(=O)(=O)C1=CC=C(C=C1)C)CC1=CC=CC=C1 (N-nitroso-N-benzyl-p-toluenesulphonamide). Solvent: COC(C)(C)C (tert-butyl methyl ether). The product is C1(=CC=CC=C1)C=[N+]=[N-] (Phenyldiazomethane). RXN SMILES: C[O-].[Na+].[N:4]([N:6]([CH2:17][C:18]1[CH:23]=[CH:22][CH:21]=[CH:20][CH:19]=1)S(C1C=CC(C)=CC=1)(=O)=O)=O>COC(C)(C)C>[C:18]1([CH:17]=[N+:6]=[N-:4])[CH:23]=[CH:22][CH:21]=[CH:20][CH:19]=1 |f:0.1|. Procedure: To a solution of sodium methoxide (1.2 equivalent, 4.0 ml of 1M solution in methanol) in tert-butyl methyl ether (12 ml) was added N-nitroso-N-benzyl-p-toluenesulphonamide (966 mg, 3.34 mmol) in small portions at room temperature. After the addition was finished the reaction mixture was refluxed for 15-30 minutes. The reaction mixture was cooled and washed with water (3×12 ml). The etheral solution of phenyldiazomethane was dried over sodium sulphate for 30 minutes. Reactants: Cl (hydrochloric acid), C(C1=CC=CC=C1)OC1=NC=CC(=C1)C(C1(OCCC1)C(=O)OC)O (methyl 2-[[2-(benzyloxy)-4-pyridyl](hydroxy)methyl]tetrahydro-2-furancarboxylate), C(C)(=O)OC(C)=O (acetic anhydride), N1=CC=CC=C1 (pyridine). Reagents/catalysts: CN(C1=CC=NC=C1)C (4-dimethylaminopyridine). Solvent: C(C)(=O)OCC (ethyl acetate), ClCCl (dichloromethane). Run at time 15 hour. The product is C(C)(=O)OC(C1(OCCC1)C(=O)OC)C1=CC(=NC=C1)OCC1=CC=CC=C1 (Methyl 2-{(acetyloxy)[2-(benzyloxy)-4-pyridyl]methyl}-tetrahydro-2-furancarboxylate). RXN SMILES: [CH2:1]([O:8][C:9]1[CH:14]=[C:13]([CH:15]([OH:25])[C:16]2([C:21]([O:23][CH3:24])=[O:22])[CH2:20][CH2:19][CH2:18][O:17]2)[CH:12]=[CH:11][N:10]=1)[C:2]1[CH:7]=[CH:6][CH:5]=[CH:4][CH:3]=1.[C:26](OC(=O)C)(=[O:28])[CH3:27].N1C=CC=CC=1.Cl>ClCCl.CN(C)C1C=CN=CC=1.C(OCC)(=O)C>[C:26]([O:25][CH:15]([C:13]1[CH:12]=[CH:11][N:10]=[C:9]([O:8][CH2:1][C:2]2[CH:7]=[CH:6][CH:5]=[CH:4][CH:3]=2)[CH:14]=1)[C:16]1([C:21]([O:23][CH3:24])=[O:22])[CH2:20][CH2:19][CH2:18][O:17]1)(=[O:28])[CH3:27]. Reported procedure: To a solution of 4.23 g of methyl 2-[[2-(benzyloxy)-4-pyridyl](hydroxy)methyl]tetrahydro-2-furancarboxylate in 20 ml of dichloromethane were added 5 ml of acetic anhydride, 5 ml of pyridine and 0.43 g of 4-dimethylaminopyridine, and the mixture was stirred at room temperature for 15 hours. 300 ml of ethyl acetate and 100 ml of hydrochloric acid (2N) were added thereto. The organic layer was sequentially washed with 100 ml of water, 100 ml of saturated aqueous sodium hydrogencarbonate and 100 ml ...